Dataset: the Open Reaction Database (ORD), a public repository of structured organic reaction records. Task: describe an organic reaction: reactants, conditions, products, and yield Reactants: [BH4-].[Na+] (sodium borohydride), C(C1=CC=CC=C1)OC1=C(C=C(C=O)C=C1)[N+](=O)[O-] (4-benzyloxy-3-nitrobenzaldehyde), Cl (HCl). The solvent is CO (methanol). Reaction conditions: time 1.5 hour. Yields the product C(C1=CC=CC=C1)OC1=C(C=C(CO)C=C1)[N+](=O)[O-] (4-benzyloxy-3-nitrobenzyl alcohol). Isolated yield 79.8%. RXN SMILES: [BH4-].[Na+].[CH2:3]([O:10][C:11]1[CH:18]=[CH:17][C:14]([CH:15]=[O:16])=[CH:13][C:12]=1[N+:19]([O-:21])=[O:20])[C:4]1[CH:9]=[CH:8][CH:7]=[CH:6][CH:5]=1.Cl>CO>[CH2:3]([O:10][C:11]1[CH:18]=[CH:17][C:14]([CH2:15][OH:16])=[CH:13][C:12]=1[N+:19]([O-:21])=[O:20])[C:4]1[CH:5]=[CH:6][CH:7]=[CH:8][CH:9]=1 |f:0.1|. Reported procedure: Under ice cooling, 75.7 g of sodium borohydride is introduced within one hour into 128.0 g of 4-benzyloxy-3-nitrobenzaldehyde in 4.2 l of methanol. After 1.5 hours of agitation at room temperature, 1.1 l of 2N HCl is added dropwise. The isolated reaction product is recrystallized from a mixture of 680 ml of diisopropyl ether and 170 ml of isopropanol, thus obtaining 103.0 g of 4-benzyloxy-3-nitrobenzyl alcohol, mp 76°-77° C. The reactants are [N+](=O)([O-])C=1C=CC2=C(CCC(CC2)=O)C1 (2-Nitro-5,6,8,9-tetrahydrobenzocyclohepten-7-one), C(Cl)Cl (Methylene chloride), C(C)(=O)O (Acetic acid), FC(CN)F (2,2,-difluorethylamine), ketone, C(C)(=O)O[BH-](OC(C)=O)OC(C)=O.[Na+] (sodium triacetoxyborohydride). Run at time 5 minute. The product is FC(CNC1CCC2=C(CC1)C=C(C=C2)[N+](=O)[O-])F ((2,2-Difluoro-ethyl)-(2-nitro-6,7,8,9-tetrahydro-5H-benzocyclohepten-7-yl)-amine), oil. The yield is 63.0%. Reaction SMILES: [N+:1]([C:4]1[CH:5]=[CH:6][C:7]2[CH2:13][CH2:12][C:11](=O)[CH2:10][CH2:9][C:8]=2[CH:15]=1)([O-:3])=[O:2].C(Cl)Cl.C(O)(=O)C.[F:23][CH:24]([F:27])[CH2:25][NH2:26].C(O[BH-](OC(=O)C)OC(=O)C)(=O)C.[Na+]>>[F:23][CH:24]([F:27])[CH2:25][NH:26][CH:11]1[CH2:10][CH2:9][C:8]2[CH:15]=[C:4]([N+:1]([O-:3])=[O:2])[CH:5]=[CH:6][C:7]=2[CH2:13][CH2:12]1 |f:4.5|. Procedure details: Charge 2-Nitro-5,6,8,9-tetrahydrobenzocyclohepten-7-one (750.00 mg, 3.6548 mmol) to Methylene chloride (20 mL, 300 mmol) and Acetic acid (200 uL, 4 mmol). Allow to stir for 5 min. Charge 2,2,-difluorethylamine (0.292 ml, 3.65 mmol) and sodium triacetoxyborohydride (1.55 g, 7.31 mmol). Allow suspension to stir for 2.5 hours. LC at 2.5 hours conforms that starting ketone has been consumed. Pour reaction into 200 ml water and 100 ml saturated sodium bicarbonate solution and extract with 2×100 ml po... The reactants are C(CCCCCCCCCCC)C1=C(C=CC=C1)S(=O)(=O)O (dodecylbenzene sulfonic acid), alkyl, CCCCCCCCN1C(=O)C(=C(S1)Cl)Cl (DCOIT), total solution, O (water), O (water), solids, CCCCCCCCN1C(=O)C(=C(S1)Cl)Cl (DCOIT). Reagents/catalysts: O (water). Solvent: C1(=CC=CC=C1)OCC(C)O (propylene glycol phenyl ether). Reaction conditions: time 20 minute. Yields the product CCCCCCCCN1C(=O)C(=C(S1)Cl)Cl.CCCCOCCO (DCOIT DOWANOL). As a reaction SMILES: [OH2:1].C([C:14]1[CH:19]=[CH:18][CH:17]=CC=1S(O)(=O)=O)CCCCCCCCCCC.[CH3:24][CH2:25][CH2:26][CH2:27][CH2:28][CH2:29][CH2:30][CH2:31][N:32]1[S:37][C:36]([Cl:38])=[C:35]([Cl:39])[C:33]1=[O:34]>O.C1(OCC(O)C)C=CC=CC=1>[CH3:24][CH2:25][CH2:26][CH2:27][CH2:28][CH2:29][CH2:30][CH2:31][N:32]1[S:37][C:36]([Cl:38])=[C:35]([Cl:39])[C:33]1=[O:34].[CH3:14][CH2:19][CH2:18][CH2:17][O:34][CH2:33][CH2:35][OH:1] |f:5.6|. Procedure details: 3000 g of treatment solution was prepared by diluting 90 g (50% solids) of polymer with 2000 g of tap water containing 3 drops of Tego Foamex 805 defoamer with stirring for 20 minutes. (Tap water optionally containing additional surfactant, such as a metal salt of dodecylbenzene sulfonic acid or an alkyl ethoxylate) (0.06%) To the well stirred solution was slowly added 22.5 g (20% DCOIT dissolved in propylene glycol phenyl ether with 0.04% PG, for a final concentration of 1500 ppm DCOIT). Tap wa... The reactants are BrC=1C=C(SC1)C1=NC(=CC(=C1)C1=CC=C(C=C1)C(F)(F)F)C (2-(4-bromo-thiophen-2-yl)-6-methyl-4-(4-trifluoromethyl-phenyl)-pyridine), NC1=NC=C(C=C1)B1OC(C(O1)(C)C)(C)C (2-amino-5-(4,4,5,5-tetramethyl-1,3,2-dioxaborolan-2-yl)pyridine). The product is CC1=CC(=CC(=N1)C1=CC(=CS1)C=1C=CC(=NC1)N)C1=CC=C(C=C1)C(F)(F)F (5-{5-[6-Methyl-4-(4-trifluoromethyl-phenyl)-pyridin-2-yl]-thiophen-3-yl}-pyridin-2-ylamine), solid. The yield is 55.0%. RXN SMILES: Br[C:2]1[CH:3]=[C:4]([C:7]2[CH:12]=[C:11]([C:13]3[CH:18]=[CH:17][C:16]([C:19]([F:22])([F:21])[F:20])=[CH:15][CH:14]=3)[CH:10]=[C:9]([CH3:23])[N:8]=2)[S:5][CH:6]=1.[NH2:24][C:25]1[CH:30]=[CH:29][C:28](B2OC(C)(C)C(C)(C)O2)=[CH:27][N:26]=1>>[CH3:23][C:9]1[N:8]=[C:7]([C:4]2[S:5][CH:6]=[C:2]([C:28]3[CH:29]=[CH:30][C:25]([NH2:24])=[N:26][CH:27]=3)[CH:3]=2)[CH:12]=[C:11]([C:13]2[CH:18]=[CH:17][C:16]([C:19]([F:22])([F:21])[F:20])=[CH:15][CH:14]=2)[CH:10]=1. Procedure details: The title compound was prepared from 2-(4-bromo-thiophen-2-yl)-6-methyl-4-(4-trifluoromethyl-phenyl)-pyridine (example E.88) (0.20 g, 0.5 mmol) and commercially available 2-amino-5-(4,4,5,5-tetramethyl-1,3,2-dioxaborolan-2-yl)pyridine (0.122 g, 0.55 mmol) according to the general procedure VI. Obtained as a white solid (0.115 g, 55%). MS (ISP) 412.2 [(M+H)+]; mp 175° C. Starting materials: C(C(=C)CC(=O)O)(=O)O (itaconic acid), C(C1=CC=CC=C1)N (benzylamine). Product: C(C1=CC=CC=C1)N1CC(CC1)CO (1-Benzyl-3-hydroxymethylpyrrolidine). RXN SMILES: [C:1]([OH:9])(=O)[C:2]([CH2:4][C:5](O)=O)=[CH2:3].[CH2:10]([NH2:17])[C:11]1[CH:16]=[CH:15][CH:14]=[CH:13][CH:12]=1>>[CH2:10]([N:17]1[CH2:5][CH2:4][CH:2]([CH2:1][OH:9])[CH2:3]1)[C:11]1[CH:16]=[CH:15][CH:14]=[CH:13][CH:12]=1. Reported procedure: This was prepared from itaconic acid and benzylamine by the procedure described by Feldkamp et al. J. Am. Chem. Soc.. (1961). 1519.